Dataset: the Open Reaction Database (ORD), a public repository of structured organic reaction records. Task: describe an organic reaction: reactants, conditions, products, and yield Reactants: [H-].[Na+] (NaH), COC=1C=CC(=NC1)[C@@H]1[C@H](C1)COC1=NC(=NC=C1CO)C ((4-{[(1S,2S)-2-(5-methoxypyridin-2-yl)cyclopropyl]methoxy}-2-methylpyrimidin-5-yl)methanol), ClC1=NC=CC=C1 (2-chloropyridine). The solvent is C1CCOC1 (THF). Run at temperature 100 celsius. Yields the product COC=1C=CC(=NC1)[C@@H]1[C@H](C1)COC1=NC(=NC=C1COC1=NC=CC=C1)C (4-{[(1S,2S)-2-(5-methoxypyridin-2-yl)cyclopropyl]methoxy}-2-methyl-5-[(pyridin-2-yloxy)methyl]pyrimidine). As a reaction SMILES: [H-].[Na+].[CH3:3][O:4][C:5]1[CH:6]=[CH:7][C:8]([C@H:11]2[CH2:13][C@@H:12]2[CH2:14][O:15][C:16]2[C:21]([CH2:22][OH:23])=[CH:20][N:19]=[C:18]([CH3:24])[N:17]=2)=[N:9][CH:10]=1.Cl[C:26]1[CH:31]=[CH:30][CH:29]=[CH:28][N:27]=1>C1COCC1>[CH3:3][O:4][C:5]1[CH:6]=[CH:7][C:8]([C@H:11]2[CH2:13][C@@H:12]2[CH2:14][O:15][C:16]2[C:21]([CH2:22][O:23][C:26]3[CH:31]=[CH:30][CH:29]=[CH:28][N:27]=3)=[CH:20][N:19]=[C:18]([CH3:24])[N:17]=2)=[N:9][CH:10]=1 |f:0.1|. Procedure details: NaH (4 mg, 0.10 mmol, 60% disp.) was added in one portion to a stirring solution of (4-{[(1S,2S)-2-(5-methoxypyridin-2-yl)cyclopropyl]methoxy}-2-methylpyrimidin-5-yl)methanol (15 mg, 0.05 mmol) and 2-chloropyridine (11.3 mg, 0.1 mmol) in THF (0.33 mL) in a small pressure vessel. The vessel was sealed and then heated to 100° C. for 2 h. The reaction mixture was cooled to room temperature and then quenched by addition of 2 drops of saturated aqueous NaHCO3. The reaction mixture was diluted with Et... Reactants: COC(=O)C=1C(=C2C=C(C(N(C2=CN1)CC1=CC=CC=C1)=O)Br)O (1-benzyl-3-bromo-5-hydroxy-2-oxo-1,2-dihydro-[1,7]naphthyridine-6-carboxylic acid methyl ester), C(CCC)[Sn](C1=CC=C(C=C1)N1CCOCC1)(CCCC)CCCC (4-(4-tributylstannanyl-phenyl)-morpholine), Cl (HCl), CCOC(=O)C (EtOAc). The reagents and catalysts are Cl[Pd]([P](C1=CC=CC=C1)(C2=CC=CC=C2)C3=CC=CC=C3)([P](C4=CC=CC=C4)(C5=CC=CC=C5)C6=CC=CC=C6)Cl (PdCl2(PPh3)2). Solvent: CN(C)C=O (DMF), [Cl-].[Na+].O (brine). Conditions: temperature 120 celsius. Product: COC(=O)C=1C(=C2C=C(C(N(C2=CN1)CC1=CC=CC=C1)=O)C1=CC=C(C=C1)N1CCOCC1)O (1-Benzyl-5-hydroxy-3-(4-morpholin-4-yl-phenyl)-2-oxo-1,2-dihydro-[1,7]naphthyridine-6-carboxylic acid methyl ester). The yield is 44.4%. Reaction SMILES: [CH3:1][O:2][C:3]([C:5]1[C:6]([OH:24])=[C:7]2[C:12](=[CH:13][N:14]=1)[N:11]([CH2:15][C:16]1[CH:21]=[CH:20][CH:19]=[CH:18][CH:17]=1)[C:10](=[O:22])[C:9](Br)=[CH:8]2)=[O:4].C([Sn](CCCC)(CCCC)[C:30]1[CH:35]=[CH:34][C:33]([N:36]2[CH2:41][CH2:40][O:39][CH2:38][CH2:37]2)=[CH:32][CH:31]=1)CCC.CCOC(C)=O.Cl>CN(C=O)C.[Cl-].[Na+].O.Cl[Pd](Cl)([P](C1C=CC=CC=1)(C1C=CC=CC=1)C1C=CC=CC=1)[P](C1C=CC=CC=1)(C1C=CC=CC=1)C1C=CC=CC=1>[CH3:1][O:2][C:3]([C:5]1[C:6]([OH:24])=[C:7]2[C:12](=[CH:13][N:14]=1)[N:11]([CH2:15][C:16]1[CH:21]=[CH:20][CH:19]=[CH:18][CH:17]=1)[C:10](=[O:22])[C:9]([C:30]1[CH:31]=[CH:32][C:33]([N:36]3[CH2:37][CH2:38][O:39][CH2:40][CH2:41]3)=[CH:34][CH:35]=1)=[CH:8]2)=[O:4] |f:5.6.7,^1:67,86|. Reported procedure: A mixture of 1-benzyl-3-bromo-5-hydroxy-2-oxo-1,2-dihydro-[1,7]naphthyridine-6-carboxylic acid methyl ester (80 mg, 0.21 mmol), 4-(4-tributylstannanyl-phenyl)-morpholine (0.12 mL, 0.31 mmol), and PdCl2(PPh3)2 (29 mg, 0.041 mmol) in DMF (5 mL) was heated at 120° C. under nitrogen atmosphere for 2 h. After the mixture was cooled to r.t., brine (10 mL) and EtOAc (20 mL) were added. 1 M HCl was added until pH was about 3-4. The aqueous layer was extracted with additional EtOAc, and the organic layer... Starting materials: Cl.C(#N)C=1C=CC2=C(CN([C@@H](CN2CC=2C=NC=CC2)CC2=CC=CC=C2)S(=O)(=O)C=2SC=CC2)C1 ((R)-7-Cyano-2,3,4,5-tetrahydro-3-(phenylmethyl)-1-(3-pyridinylmethyl)-4-(2-thienesulfonyl)-1H-1,4-benzodiazepine, Hydrochloride), CN1N=CC(=C1)S(=O)(=O)Cl (1-methyl-1H-pyrazole-4-sulfonyl chloride), Cl.C(#N)C=1C=CC2=C(CN([C@@H](CN2CC=2C=NC=CC2)CC2=CC=CC=C2)S(=O)(=O)C=2SC=CC2)C1 ((R)-7-Cyano-2,3,4,5-tetrahydro-3-(phenylmethyl)-1-(3-pyridinylmethyl)-4-(2-thienesulfonyl)-1H-1,4-benzodiazepine, Hydrochloride). Product: CN1N=CC(=C1)S(=O)(=O)N1[C@@H](CNC2=C(C1)C=C(C=C2)C#N)CC2=CC=CC=C2 ((3R)-2,3,4,5-Tetrahydro-4-[(1-methyl-1H-pyrazol-4-yl)sulfonyl]-3-(phenylmethyl)-1H-1,4-benzodiazepine-7-carbonitrile). RXN SMILES: Cl.[C:2]([C:4]1[CH:5]=[CH:6][C:7]2[N:13](CC3C=NC=CC=3)[CH2:12][C@@H:11]([CH2:21][C:22]3[CH:27]=[CH:26][CH:25]=[CH:24][CH:23]=3)[N:10]([S:28](C3SC=CC=3)(=[O:30])=[O:29])[CH2:9][C:8]=2[CH:36]=1)#[N:3].[CH3:37][N:38]1[CH:42]=[C:41](S(Cl)(=O)=O)[CH:40]=[N:39]1>>[CH3:37][N:38]1[CH:42]=[C:41]([S:28]([N:10]2[CH2:9][C:8]3[CH:36]=[C:4]([C:2]#[N:3])[CH:5]=[CH:6][C:7]=3[NH:13][CH2:12][C@H:11]2[CH2:21][C:22]2[CH:23]=[CH:24][CH:25]=[CH:26][CH:27]=2)(=[O:29])=[O:30])[CH:40]=[N:39]1 |f:0.1|. Reported procedure: The title compound was prepared from Compound A of Example 23 and 1-methyl-1H-pyrazole-4-sulfonyl chloride following the procedure of Compound B of Example 23. Starting materials: [Li]CCCC, CCOC(C)=O, CCCCCC, CC(C)NC(C)C, CC(C)[N-]C(C)C, [Cl-], O=C1CCc2c(Cl)cc(F)cc21, [Li+], [NH4+], C1CCOC1, O. The product is CCOC(=O)CC1(O)CCc2c(Cl)cc(F)cc21. RXN SMILES: [CH2:15]([Li:16])[CH2:17][CH2:18][CH3:19].[CH3:1][CH2:2][O:3][C:4]([CH3:5])=[O:6].[CH3:41][CH2:42][CH2:43][CH2:44][CH2:45][CH3:46].[CH:20]([NH:21][CH:22]([CH3:23])[CH3:24])([CH3:25])[CH3:26].[CH:7]([N-:8][CH:9]([CH3:10])[CH3:11])([CH3:12])[CH3:13].[Cl-:39].[Cl:27][c:28]1[c:29]2[c:33]([cH:34][c:35]([F:37])[cH:36]1)[C:32](=[O:38])[CH2:31][CH2:30]2.[Li+:14].[NH4+:40].[O:47]1[CH2:48][CH2:49][CH2:50][CH2:51]1.[OH2:52]>>[CH3:1][CH2:2][O:3][C:4]([CH2:5][C:32]1([OH:38])[CH2:31][CH2:30][c:29]2[c:28]([Cl:27])[cH:36][c:35]([F:37])[cH:34][c:33]21)=[O:6]. Starting materials: CC(=Cc1csc(C)n1)C(CC1OC1(CCCC(C)CO[Si](C)(C)C(C)(C)C)COS(C)(=O)=O)O[Si](C)(C)C(C)(C)C, CC1(C)C2CCC1(CS(=O)(=O)O)C(=O)C2, COC(C)(C)C, CO, ClCCl, [Na+], O=C([O-])O. The product is CC(=Cc1csc(C)n1)C(CC1OC1(CCCC(C)CO)COS(C)(=O)=O)O[Si](C)(C)C(C)(C)C. Reaction SMILES: [C:1]([CH3:2])([CH3:3])([CH3:4])[Si:5]([O:6][CH:7]([CH2:8][CH:9]1[C:10]([CH2:12][CH2:13][CH2:14][CH:15]([CH2:16][O:17][Si:18]([C:19]([CH3:20])([CH3:21])[CH3:22])([CH3:23])[CH3:24])[CH3:25])([CH2:26][O:27][S:28](=[O:29])(=[O:30])[CH3:31])[O:11]1)[C:32](=[CH:33][c:34]1[n:35][c:36]([CH3:39])[s:37][cH:38]1)[CH3:40])([CH3:41])[CH3:42].[C:43]12([CH2:44][S:45]([OH:46])(=[O:47])=[O:48])[C:49]([CH3:50])([CH3:51])[CH:52]([CH2:53][CH2:54]1)[CH2:55][C:56]2=[O:57].[C:63]([O:64][CH3:65])([CH3:66])([CH3:67])[CH3:68].[CH3:72][OH:73].[Cl:69][CH2:70][Cl:71].[Na+:62].[O-:58][C:59]([OH:60])=[O:61]>>[C:1]([CH3:2])([CH3:3])([CH3:4])[Si:5]([O:6][CH:7]([CH2:8][CH:9]1[C:10]([CH2:12][CH2:13][CH2:14][CH:15]([CH2:16][OH:17])[CH3:25])([CH2:26][O:27][S:28](=[O:29])(=[O:30])[CH3:31])[O:11]1)[C:32](=[CH:33][c:34]1[n:35][c:36]([CH3:39])[s:37][cH:38]1)[CH3:40])([CH3:41])[CH3:42].